This data is from the Open Reaction Database (ORD), a public repository of structured organic reaction records. The task is: describe an organic reaction: reactants, conditions, products, and yield The reactants are CI, CO, OCC(O)c1cnccn1. The product is [I-], C[n+]1ccnc(C(O)CO)c1. RXN SMILES: [CH3:11][I:12].[CH3:13][OH:14].[OH:1][CH:2]([CH2:3][OH:4])[c:5]1[n:6][cH:7][cH:8][n:9][cH:10]1>>[I-:12].[OH:1][CH:2]([CH2:3][OH:4])[c:5]1[n:6][cH:7][cH:8][n+:9]([CH3:11])[cH:10]1. Yields the product Cc1ccc(F)cc1C1NC(=O)CC(c2cc(Cl)ccc2OC2CCNCC2)C12C(=O)Nc1cc(Cl)ccc12. The reactants are Cc1ccc(F)cc1C1NC(=O)CC(c2cc(Cl)ccc2OC2CCN(C(=O)OC(C)(C)C)CC2)C12C(=O)Nc1cc(Cl)ccc12, ClCCl, O=C(O)C(F)(F)F. RXN SMILES: [C:1]([O:2][C:3](=[O:4])[N:8]1[CH2:9][CH2:10][CH:11]([O:14][c:15]2[c:16]([CH:22]3[CH2:23][C:24](=[O:46])[NH:25][CH:26]([c:38]4[c:39]([CH3:45])[cH:40][cH:41][c:42]([F:44])[cH:43]4)[C:27]34[C:28](=[O:37])[NH:29][c:30]3[cH:31][c:32]([Cl:36])[cH:33][cH:34][c:35]34)[cH:17][c:18]([Cl:21])[cH:19][cH:20]2)[CH2:12][CH2:13]1)([CH3:5])([CH3:6])[CH3:7].[Cl:54][CH2:55][Cl:56].[F:47][C:48]([F:49])([F:50])[C:51]([OH:52])=[O:53]>>[NH:8]1[CH2:9][CH2:10][CH:11]([O:14][c:15]2[c:16]([CH:22]3[CH2:23][C:24](=[O:46])[NH:25][CH:26]([c:38]4[c:39]([CH3:45])[cH:40][cH:41][c:42]([F:44])[cH:43]4)[C:27]34[C:28](=[O:37])[NH:29][c:30]3[cH:31][c:32]([Cl:36])[cH:33][cH:34][c:35]34)[cH:17][c:18]([Cl:21])[cH:19][cH:20]2)[CH2:12][CH2:13]1. The reactants are OCC1=C(C2=CC=CC=C2C=C1)OC (2-Hydroxymethyl-1-methoxy-naphthalene), [Cr](=O)(=O)([O-])Cl.[NH+]1=CC=CC=C1 (pyridinium chlorochromate). Run in ClCCl (dichloromethane). Conditions: temperature 0 celsius, time 1 hour. Product: COC1=C(C=CC2=CC=CC=C12)C=O (1-methoxy-2-naphthalenecarboxaldehyde). RXN SMILES: [OH:1][CH2:2][C:3]1[CH:12]=[CH:11][C:10]2[C:5](=[CH:6][CH:7]=[CH:8][CH:9]=2)[C:4]=1[O:13][CH3:14].[Cr](Cl)([O-])(=O)=O.[NH+]1C=CC=CC=1>ClCCl>[CH3:14][O:13][C:4]1[C:5]2[C:10](=[CH:9][CH:8]=[CH:7][CH:6]=2)[CH:11]=[CH:12][C:3]=1[CH:2]=[O:1] |f:1.2|. Reported procedure: The product from Step B (4 g, 27.28 mmol) was dissolved in dichloromethane (100 mL) and cooled to 0° C. To this solution was added pyridinium chlorochromate (5.5 g, 25.53 mmol) and the reaction was stirred at this temperature for 1 h. The reaction mixture was washed with 1 M aqueous solution of hydrogen chloride. The organic layer was separated, dried (MgSO4), and concentrated to give an oil, which was purified by flash chromatography (silica gel, ethyl acetate/hexane: 1/9): 1H NMR (CDCl3) δ 4.1...